This data is from the Open Reaction Database (ORD), a public repository of structured organic reaction records. The task is: describe an organic reaction: reactants, conditions, products, and yield The reactants are C(C)(C)(C)OC(\C=C\C1=CC(=C(C=C1)N1S(NC(C1)=O)(=O)=O)OCC1=CC=CC=C1)=O ((E)-3-[3-benzyloxy-4-(1,1,4-trioxo-1,2,5-thiadiazolidin-2-yl)-phenyl]-acrylic acid tert-butyl ester), CO (MeOH), [OH-].[Na+] (NaOH). Run in C1CCOC1 (THF). Reaction conditions: time 18 hour. Product: C(C1=CC=CC=C1)OC=1C=C(C=CC1N1S(NC(C1)=O)(=O)=O)/C=C/C(=O)O ((E)-3-[3-Benzyloxy-4-(1,1,4-trioxo-1,2,5-thiadiazolidin-2-yl)-phenyl]-acrylic Acid). RXN SMILES: C([O:5][C:6](=[O:31])/[CH:7]=[CH:8]/[C:9]1[CH:14]=[CH:13][C:12]([N:15]2[CH2:19][C:18](=[O:20])[NH:17][S:16]2(=[O:22])=[O:21])=[C:11]([O:23][CH2:24][C:25]2[CH:30]=[CH:29][CH:28]=[CH:27][CH:26]=2)[CH:10]=1)(C)(C)C.CO.[OH-].[Na+]>C1COCC1>[CH2:24]([O:23][C:11]1[CH:10]=[C:9](/[CH:8]=[CH:7]/[C:6]([OH:31])=[O:5])[CH:14]=[CH:13][C:12]=1[N:15]1[CH2:19][C:18](=[O:20])[NH:17][S:16]1(=[O:22])=[O:21])[C:25]1[CH:26]=[CH:27][CH:28]=[CH:29][CH:30]=1 |f:2.3|. Procedure details: To a solution of (E)-3-[3-benzyloxy-4-(1,1,4-trioxo-1,2,5-thiadiazolidin-2-yl)-phenyl]-acrylic acid tert-butyl ester (2.2 g, 5.18 mmol) in THF (14 mL)/MeOH (7 mL) is added 3.5 mL (20.7 mmol) of 6N NaOH solution and the mixture is stirred at RT for 18 h. The solvent is removed under reduced pressure and water is added to the residue. The mixture is acidified with 1N HCl and is extracted with methylene chloride. The organic phase is washed with water and brine then is dried over sodium sulfate. Th... Starting materials: BrC1=CC=C(C=C1)C1=NOC(C1C1=CC=CC=C1)(O)C (3-(4-bromophenyl)-5-methyl-4-phenyl-4,5-dihydro-5-isoxazolol), BrC1=CC=C(C=C1)C1=NOC(C1C1=CC(=C(C=C1)SC)F)(O)C (3-(4-bromophenyl)-4-(3-fluoro-4-methylthiophenyl)-5-methyl-4,5-dihydro-5-isoxazolol). Product: BrC1=CC=C(C=C1)C1=NOC(=C1C1=CC=CC=C1)C (3-(4-Bromophenyl)-5-methyl-4-phenylisoxazole). As a reaction SMILES: [Br:1][C:2]1[CH:7]=[CH:6][C:5]([C:8]2[CH:12]([C:13]3[CH:18]=[CH:17][CH:16]=[CH:15][CH:14]=3)[C:11]([CH3:20])(O)[O:10][N:9]=2)=[CH:4][CH:3]=1.BrC1C=CC(C2C(C3C=CC(SC)=C(F)C=3)C(C)(O)ON=2)=CC=1>>[Br:1][C:2]1[CH:3]=[CH:4][C:5]([C:8]2[C:12]([C:13]3[CH:18]=[CH:17][CH:16]=[CH:15][CH:14]=3)=[C:11]([CH3:20])[O:10][N:9]=2)=[CH:6][CH:7]=1. Procedure details: The title compound was prepared according to the procedure of step 2 in the Example 168 using 3-(4-bromophenyl)-5-methyl-4-phenyl-4,5-dihydro-5-isoxazolol, instead of 3-(4-bromophenyl)-4-(3-fluoro-4-methylthiophenyl)-5-methyl-4,5-dihydro-5-isoxazolol. The reactants are ClC=1C=2N(C=CN1)N=C(N2)N (8-Chloro-[1,2,4]triazolo[1,5-a]pyrazin-2-ylamine), CN1CC(NCC1)C1=CC=CC=C1 (1-methyl-3-phenyl-piperazine), ClC1=CC(=CC(=C1)OC)OC (1-chloro-3,5-dimethoxy-benzene). Product: COC=1C=C(C=C(C1)OC)NC1=NN2C(C(=NC=C2)N2C(CN(CC2)C)C2=CC=CC=C2)=N1 ((3,5-dimethoxy-phenyl)-[8-(4-methyl-2-phenyl-piperazin-1-yl)-[1,2,4]triazolo[1,5-a]pyrazin-2-yl]-amine). Reaction SMILES: Cl[C:2]1[C:3]2[N:4]([N:8]=[C:9]([NH2:11])[N:10]=2)[CH:5]=[CH:6][N:7]=1.[CH3:12][N:13]1[CH2:18][CH2:17][NH:16][CH:15]([C:19]2[CH:24]=[CH:23][CH:22]=[CH:21][CH:20]=2)[CH2:14]1.Cl[C:26]1[CH:31]=[C:30]([O:32][CH3:33])[CH:29]=[C:28]([O:34][CH3:35])[CH:27]=1>>[CH3:33][O:32][C:30]1[CH:31]=[C:26]([NH:11][C:9]2[N:10]=[C:3]3[C:2]([N:16]4[CH2:17][CH2:18][N:13]([CH3:12])[CH2:14][CH:15]4[C:19]4[CH:20]=[CH:21][CH:22]=[CH:23][CH:24]=4)=[N:7][CH:6]=[CH:5][N:4]3[N:8]=2)[CH:27]=[C:28]([O:34][CH3:35])[CH:29]=1. Procedure details: 8-Chloro-[1,2,4]triazolo[1,5-a]pyrazin-2-ylamine and 1-methyl-3-phenyl-piperazine are coupled according general procedure 3. The intermediate is isolated and Buchwald Hartwig Amination following general procedure 2 with 1-chloro-3,5-dimethoxy-benzene gives the title compound as a solid. The reactants are C(#N)C=1C=C(CN2C([C@H](CC2)NS(=O)(=O)C2=CC3=CC(=CC=C3C=C2)OC)=O)C=CC1 (7-methoxynaphthalene-2-sulfonic acid [1-(3-cyanobenzyl)-2-oxopyrrolidin-3-(S)-yl]amide), CC1=CC=C(CBr)C=C1 (4-methylbenzyl bromide). Yields the product C(#N)C=1C=C(CN2C([C@H](CC2)N(S(=O)(=O)C2=CC3=CC(=CC=C3C=C2)OC)CC2=CC=C(C=C2)C)=O)C=CC1 (7-Methoxy-2-napthalenesulfonic acid [1-(3-cyanobenzyl)-2-oxopyrrolidin-3-(S)-yl]-(4-methylbenzyl)amide). Reaction SMILES: [C:1]([C:3]1[CH:4]=[C:5]([CH:29]=[CH:30][CH:31]=1)[CH2:6][N:7]1[CH2:11][CH2:10][C@H:9]([NH:12][S:13]([C:16]2[CH:25]=[CH:24][C:23]3[C:18](=[CH:19][C:20]([O:26][CH3:27])=[CH:21][CH:22]=3)[CH:17]=2)(=[O:15])=[O:14])[C:8]1=[O:28])#[N:2].[CH3:32][C:33]1[CH:40]=[CH:39][C:36]([CH2:37]Br)=[CH:35][CH:34]=1>>[C:1]([C:3]1[CH:4]=[C:5]([CH:29]=[CH:30][CH:31]=1)[CH2:6][N:7]1[CH2:11][CH2:10][C@H:9]([N:12]([CH2:32][C:33]2[CH:40]=[CH:39][C:36]([CH3:37])=[CH:35][CH:34]=2)[S:13]([C:16]2[CH:25]=[CH:24][C:23]3[C:18](=[CH:19][C:20]([O:26][CH3:27])=[CH:21][CH:22]=3)[CH:17]=2)(=[O:15])=[O:14])[C:8]1=[O:28])#[N:2]. Reported procedure: The title compound is prepared as described in EXAMPLE 25, Part A using 7-methoxynaphthalene-2-sulfonic acid [1-(3-cyanobenzyl)-2-oxopyrrolidin-3-(S)-yl]amide, prepared as described in EXAMPLE 43, part A, and 4-methylbenzyl bromide. The crude product is purified by column chromatography eluting with gradient of 40% EtOAc/hexanes to 50% EtOAc/hexanes to afford the title compound as a white foam. Starting materials: solution, O(S(=O)(=O)C(F)(F)F)S(=O)(=O)C(F)(F)F ((CF3SO2)2O), product, S1C(=CC=C1)C1=NC=CC=C1 (thienyl pyridine). Solvent: C(Cl)Cl (methylene chloride), C(Cl)Cl (methylene chloride). Run at time 5 minute. Yields the product FC(S(=O)(=O)[O-])(F)F (trifluoromethane sulfonate), S1C=CC=2C1=[NH+]C=CC2 (thieno [2,3-b]pyridinium), [7-((2-triphenylmethylamino)-4-thiazolyl [[2-bromo-2-propenyloxy)-imino]-acetamido]-8-oxo-4-thia-1-azabicyclo[4,2,0]oct-2-en-3-yl]-2-carboxylate. RXN SMILES: S1C=CC=[C:2]1[C:6]1[CH:11]=[CH:10][CH:9]=[CH:8][N:7]=1.[O:12]([S:20]([C:23](F)(F)F)(=O)=O)[S:13]([C:16]([F:19])([F:18])[F:17])(=[O:15])=[O:14]>C(Cl)Cl>[F:17][C:16]([F:19])([F:18])[S:13]([O-:15])(=[O:14])=[O:12].[S:20]1[C:23]2=[NH+:7][CH:8]=[CH:9][CH:10]=[C:11]2[CH:6]=[CH:2]1. Procedure: Under an inert atmosphere, 190 mg of the product of Step B, 5 ml of methylene chloride, and 0.126 g of thienyl pyridine were mixed together and stirred for 5 minutes. Then at -70° C., 0.140 ml of a solution of (CF3SO2)2O in methylene chloride was added dropwise followed by stirring for 50 minutes while allowing the temperature to rise to -50° C. After concentrating to dryness under a good vacuum, methylene chloride was added with stirring followed by washing with an N aqueous solution of hydroch... Starting materials: Clc1nc(Cl)nc(Nc2cc(C3CC3)n[nH]2)n1, CC1(C(=O)Nc2ccc(F)nc2)CCCN1c1nc(Cl)nc(Nc2cc(C3CC3)n[nH]2)n1, Cc1cnc(NC(=O)C2CC(O)CN2)s1. Product: Cc1cnc(NC(=O)C2CC(O)CN2c2nc(Cl)nc(Nc3cc(C4CC4)[nH]n3)n2)s1. RXN SMILES: [Cl:1][c:2]1[n:3][c:4]([NH:9][c:10]2[cH:11][c:12]([CH:15]3[CH2:16][CH2:17]3)[n:13][nH:14]2)[n:5][c:6]([Cl:8])[n:7]1.[Cl:33][c:34]1[n:35][c:36]([NH:37][c:38]2[nH:39][n:40][c:41]([CH:42]3[CH2:43][CH2:44]3)[cH:45]2)[n:46][c:47]([N:48]2[CH2:49][CH2:50][CH2:51][C:52]2([CH3:53])[C:54]([NH:55][c:56]2[cH:57][n:58][c:59]([F:60])[cH:61][cH:62]2)=[O:63])[n:64]1.[OH:18][CH:19]1[CH2:20][CH:21]([C:24](=[O:25])[NH:26][c:27]2[s:28][c:29]([CH3:32])[cH:30][n:31]2)[NH:22][CH2:23]1>>[c:2]1([N:22]2[CH:21]([C:24](=[O:25])[NH:26][c:27]3[s:28][c:29]([CH3:32])[cH:30][n:31]3)[CH2:20][CH:19]([OH:18])[CH2:23]2)[n:3][c:4]([NH:9][c:10]2[cH:11][c:12]([CH:15]3[CH2:16][CH2:17]3)[nH:13][n:14]2)[n:5][c:6]([Cl:8])[n:7]1. The reactants are O=C(Cl)COCc1ccccc1, COc1ccc(C2CNCC2(C)CO)cc1OCC1CC1, CCN(C(C)C)C(C)C, ClCCl, [Li+], [OH-], O. The product is COc1ccc(C2CN(C(=O)COCc3ccccc3)CC2(C)CO)cc1OCC1CC1. Reaction SMILES: [CH2:31]([c:32]1[cH:33][cH:34][cH:35][cH:36][cH:37]1)[O:38][CH2:39][C:40](=[O:41])[Cl:42].[CH:1]1([CH2:4][O:5][c:6]2[cH:7][c:8]([CH:14]3[C:15]([CH3:19])([CH2:20][OH:21])[CH2:16][NH:17][CH2:18]3)[cH:9][cH:10][c:11]2[O:12][CH3:13])[CH2:2][CH2:3]1.[CH:22]([N:23]([CH2:24][CH3:25])[CH:26]([CH3:27])[CH3:28])([CH3:29])[CH3:30].[Cl:45][CH2:46][Cl:47].[Li+:44].[OH-:43].[OH2:48]>>[CH:1]1([CH2:4][O:5][c:6]2[cH:7][c:8]([CH:14]3[C:15]([CH3:19])([CH2:20][OH:21])[CH2:16][N:17]([C:40]([CH2:39][O:38][CH2:31][c:32]4[cH:33][cH:34][cH:35][cH:36][cH:37]4)=[O:41])[CH2:18]3)[cH:9][cH:10][c:11]2[O:12][CH3:13])[CH2:2][CH2:3]1.